Dataset: the Open Reaction Database (ORD), a public repository of structured organic reaction records. Task: describe an organic reaction: reactants, conditions, products, and yield As a reaction SMILES: [H-:1].[NH2:3][c:4]1[c:5]2[c:6]([n:7][cH:8][n:9]1)[nH:10][cH:11][c:12]2-[c:13]1[cH:14][cH:15][c:16]([O:19][c:20]2[cH:21][cH:22][cH:23][cH:24][cH:25]2)[cH:17][cH:18]1.[Na+:2].[O:42]=[CH:43][N:44]([CH3:45])[CH3:46].[S:26]([O:27][CH:37]1[CH2:38][O:39][CH2:40][CH2:41]1)([c:28]1[cH:29][cH:30][c:31]([CH3:32])[cH:33][cH:34]1)(=[O:35])=[O:36]>>[NH2:3][c:4]1[c:5]2[c:6]([n:7][cH:8][n:9]1)[n:10]([CH:37]1[CH2:38][O:39][CH2:40][CH2:41]1)[cH:11][c:12]2-[c:13]1[cH:14][cH:15][c:16]([O:19][c:20]2[cH:21][cH:22][cH:23][cH:24][cH:25]2)[cH:17][cH:18]1. Starting materials: [H-], Nc1ncnc2[nH]cc(-c3ccc(Oc4ccccc4)cc3)c12, [Na+], CN(C)C=O, Cc1ccc(S(=O)(=O)OC2CCOC2)cc1. Yields the product Nc1ncnc2c1c(-c1ccc(Oc3ccccc3)cc1)cn2C1CCOC1. Starting materials: C(C)(=O)NC=1SC=C(N1)C=NC1=CC=C(C(=O)NC(=O)NNC(=O)OC(C)(C)C)C=C1 (tert-Butyl 2-{[4-({[2-(acetylamino)-1,3-thiazol-4-yl]methylidene}amino)benzoyl]carbamoyl}hydrazinecarboxylate), C(C)(=O)O (Acetic acid), [BH4-].[Na+] (Sodium borohydride). Run in O1CCCC1 (tetrahydrofuran), CO (methanol). Conditions: temperature 0 celsius, time 30 minute. The product is C(C)(=O)NC=1SC=C(N1)CNC1=CC=C(C(=O)NC(=O)NNC(=O)OC(C)(C)C)C=C1 (tert-butyl 2-{[4-({[2-(acetylamino)-1,3-thiazol-4-yl]methyl}amino)benzoyl]carbamoyl}hydrazinecarboxylate). Isolated yield 83.5%. Reaction SMILES: [C:1]([NH:4][C:5]1[S:6][CH:7]=[C:8]([CH:10]=[N:11][C:12]2[CH:31]=[CH:30][C:15]([C:16]([NH:18][C:19]([NH:21][NH:22][C:23]([O:25][C:26]([CH3:29])([CH3:28])[CH3:27])=[O:24])=[O:20])=[O:17])=[CH:14][CH:13]=2)[N:9]=1)(=[O:3])[CH3:2].[BH4-].[Na+].C(O)(=O)C>O1CCCC1.CO>[C:1]([NH:4][C:5]1[S:6][CH:7]=[C:8]([CH2:10][NH:11][C:12]2[CH:13]=[CH:14][C:15]([C:16]([NH:18][C:19]([NH:21][NH:22][C:23]([O:25][C:26]([CH3:28])([CH3:27])[CH3:29])=[O:24])=[O:20])=[O:17])=[CH:30][CH:31]=2)[N:9]=1)(=[O:3])[CH3:2] |f:1.2|. Procedure details: tert-Butyl 2-{[4-({[2-(acetylamino)-1,3-thiazol-4-yl]methylidene}amino)benzoyl]carbamoyl}hydrazinecarboxylate (778.5 mg, 1.800 mmol) was dissolved in a mixed solvent of anhydrous tetrahydrofuran (18 ml) and anhydrous methanol (9 ml), and the mixture was cooled to 0° C. Sodium borohydride (68.1 mg, 1.80 mmol) was added and the mixture was stirred at room temperature for 30 min. Acetic acid (0.22 ml, 3.85 mmol) was added and the mixture was stirred for 15 min and concentrated under reduced pressur... Product: Cl, COc1c(N2CCN(C)CC2)c(F)cc2c(=O)c(C(=O)O)cn(CCF)c12. Reaction SMILES: [CH3:22][N:23]1[CH2:24][CH2:25][NH:26][CH2:27][CH2:28]1.[CH3:30][S:31](=[O:32])[CH3:33].[CH3:34][CH2:35][OH:36].[ClH:29].[F:1][c:2]1[cH:3][c:4]2[c:5](=[O:21])[c:6]([C:18](=[O:19])[OH:20])[cH:7][n:8]([CH2:15][CH2:16][F:17])[c:9]2[c:10]([O:13][CH3:14])[c:11]1[F:12]>>[ClH:29].[F:1][c:2]1[cH:3][c:4]2[c:5](=[O:21])[c:6]([C:18](=[O:19])[OH:20])[cH:7][n:8]([CH2:15][CH2:16][F:17])[c:9]2[c:10]([O:13][CH3:14])[c:11]1[N:26]1[CH2:25][CH2:24][N:23]([CH3:22])[CH2:28][CH2:27]1. Starting materials: CN1CCNCC1, CS(C)=O, CCO, Cl, COc1c(F)c(F)cc2c(=O)c(C(=O)O)cn(CCF)c12. The reactants are Cl.FC(COC1=CC=C(C=N1)CN)(F)F ((6-(2,2,2-trifluoroethoxy)pyridin-3-yl)methanamine hydrochloride), NC=1C=C(C(=O)O)C=CN1 (2-aminoisonicotinic acid). The product is NC=1C=C(C(=O)NCC=2C=NC(=CC2)OCC(F)(F)F)C=CN1 (2-amino-N-((6-(2,2,2-trifluoroethoxy)pyridin-3-yl)methyl)isonicotinamide). Yield: 29.0%. As a reaction SMILES: Cl.[F:2][C:3]([F:15])([F:14])[CH2:4][O:5][C:6]1[N:11]=[CH:10][C:9]([CH2:12][NH2:13])=[CH:8][CH:7]=1.[NH2:16][C:17]1[CH:18]=[C:19]([CH:23]=[CH:24][N:25]=1)[C:20](O)=[O:21]>>[NH2:16][C:17]1[CH:18]=[C:19]([CH:23]=[CH:24][N:25]=1)[C:20]([NH:13][CH2:12][C:9]1[CH:10]=[N:11][C:6]([O:5][CH2:4][C:3]([F:2])([F:14])[F:15])=[CH:7][CH:8]=1)=[O:21] |f:0.1|. Procedure: The title compound is prepared in 29% yield (182 mg, a white solid) from (6-(2,2,2-trifluoroethoxy)pyridin-3-yl)methanamine hydrochloride (473 mg, 1.95 mmol) and 2-aminoisonicotinic acid (269 mg, 1.95 mmol) by the similar manner in Step-1 of Example-8. Reactants: Cl (hydrochloric acid), ClCC(=O)N1C=2N(C(=CC1)C1=CC(=CC=C1)C)N=CC2C#N (4-(chloroacetyl)-4,5-dihydro-7-(3-methylphenyl)pyrazolo[1,5-a]pyrimidine-3-carbonitrile), C(C1=CC=CC=C1)N1CCNCC1 (1-benzylpiperazine), C([O-])([O-])=O.[Na+].[Na+] (sodium carbonate). The solvent is CCOCC (ether), C1(=CC=CC=C1)C (toluene), C(C)O (ethanol). The product is Cl.CC=1C=C(C=CC1)C1=CCN(C=2N1N=CC2C#N)C(CN2CCN(CC2)CC2=CC=CC=C2)=O (4,5-Dihydro-7-(3-methylphenyl)-4-[[4-(phenylmethyl)-1-piperazinyl]acetyl]pyrazolo[1,5-a]pyrimidine-3-carbonitrile, hydrochloride). Reaction SMILES: [Cl:1][CH2:2][C:3]([N:5]1[CH2:10][CH:9]=[C:8]([C:11]2[CH:16]=[CH:15][CH:14]=[C:13]([CH3:17])[CH:12]=2)[N:7]2[N:18]=[CH:19][C:20]([C:21]#[N:22])=[C:6]12)=[O:4].[CH2:23]([N:30]1[CH2:35][CH2:34][NH:33][CH2:32][CH2:31]1)[C:24]1[CH:29]=[CH:28][CH:27]=[CH:26][CH:25]=1.C(=O)([O-])[O-].[Na+].[Na+].Cl>C1(C)C=CC=CC=1.C(O)C.CCOCC>[ClH:1].[CH3:17][C:13]1[CH:12]=[C:11]([C:8]2[N:7]3[N:18]=[CH:19][C:20]([C:21]#[N:22])=[C:6]3[N:5]([C:3](=[O:4])[CH2:2][N:33]3[CH2:34][CH2:35][N:30]([CH2:23][C:24]4[CH:25]=[CH:26][CH:27]=[CH:28][CH:29]=4)[CH2:31][CH2:32]3)[CH2:10][CH:9]=2)[CH:16]=[CH:15][CH:14]=1 |f:2.3.4,9.10|. Reported procedure: A mixture of 3.3 g of 4-(chloroacetyl)-4,5-dihydro-7-(3-methylphenyl)pyrazolo[1,5-a]pyrimidine-3-carbonitrile, 1.9 ml of 1-benzylpiperazine and 1.3 g of sodium carbonate in 130 ml of toluene was reacted as described in Example 146, giving 2.7 g of the neutral base form of the product. A 1.0 g portion of this base was warmed to solution in 20 ml of ethanol and then treated with 3 ml of 2.44N ethanolic hydrochloric acid and an excess of ether, giving 900 mg of the desired product, mp 205°-207° C. Starting materials: O (water), IC=1C=C2C3(C(NC2=CC1)=O)OCCO3 (5'-Iodo-spiro[1,3-dioxolane-2,3'-[3H]indol]-2'(1'H)-one), C12=CCC(CC1)C2 (bicyclo[2.2.1]heptene), N1CCCCC1 (piperidine). Reagents/catalysts: C1([P]([Pd][P](C2=CC=CC=C2)(C3=CC=CC=C3)C4=CC=CC=C4)(C5=CC=CC=C5)C6=CC=CC=C6)=CC=CC=C1 (bis(triphenylphosphine)palladium). The solvent is C(C)(=O)OCC (ethyl acetate), CN(C)C=O (DMF), C(=O)O (formic acid). Conditions: temperature 60 celsius, time 1 hour. Yields the product C12C(CC(CC1)C2)C=2C=C1C3(C(NC1=CC2)=O)OCCO3 (5'-(Bicyclo[2.2.1]hept-2-yl)-spiro[1,3-dioxolane-2,3'-[3H]-indol]-2'(1'H)-one). Yield: 60.0%. Reaction SMILES: I[C:2]1[CH:3]=[C:4]2[C:8](=[CH:9][CH:10]=1)[NH:7][C:6](=[O:11])[C:5]12[O:15][CH2:14][CH2:13][O:12]1.[C:16]12[CH2:22][CH:19]([CH2:20][CH2:21]1)[CH2:18][CH:17]=2.N1CCCCC1.O>CN(C=O)C.C(O)=O.C1(C=CC=CC=1)[P](C1C=CC=CC=1)(C1C=CC=CC=1)[Pd][P](C1C=CC=CC=1)(C1C=CC=CC=1)C1C=CC=CC=1.C(OCC)(=O)C>[CH:16]12[CH2:22][CH:19]([CH2:20][CH2:21]1)[CH2:18][CH:17]2[C:2]1[CH:3]=[C:4]2[C:8](=[CH:9][CH:10]=1)[NH:7][C:6](=[O:11])[C:5]12[O:15][CH2:14][CH2:13][O:12]1 |^1:43,57|. Procedure: 5'-Iodo-spiro[1,3-dioxolane-2,3'-[3H]indol]-2'(1'H)-one (3.5 g), bicyclo[2.2.1]heptene (1.15 g), piperidine (3.2 g) and bis(triphenylphosphine)palladium (II) acetate (0.35 g) in DMF (5 ml) and formic acid (1.1 ml) were heated and stirred under nitrogen at 60° C. for 1 hour. The mixture was cooled, water (50 ml) and ethyl acetate (50 ml) were added, and after 5 minutes the organic layer was separated, washed, dried and evaporated to dryness. The residue was purified by flash chromatography to yie...